This data is from the Open Reaction Database (ORD), a public repository of structured organic reaction records. The task is: describe an organic reaction: reactants, conditions, products, and yield Reactants: CCCC[N+](CCCC)(CCCC)CCCC, COc1ccc(C(=O)c2cc(CCO)on2)cc1, ClCCl, O=S(=O)(O)O, O=S(=O)([O-])O. Product: COc1ccc(C(=O)c2cc(CC(=O)O)on2)cc1. Reaction SMILES: [CH2:29]([N+:30]([CH2:31][CH2:32][CH2:33][CH3:34])([CH2:35][CH2:36][CH2:37][CH3:38])[CH2:39][CH2:40][CH2:41][CH3:42])[CH2:43][CH2:44][CH3:45].[CH3:1][O:2][c:3]1[cH:4][cH:5][c:6]([C:7](=[O:8])[c:9]2[n:10][o:11][c:12]([CH2:14][CH2:15][OH:16])[cH:13]2)[cH:17][cH:18]1.[Cl:46][CH2:47][Cl:48].[S:19]([OH:20])(=[O:21])(=[O:22])[OH:23].[S:24]([O-:25])([OH:26])(=[O:27])=[O:28]>>[CH3:1][O:2][c:3]1[cH:4][cH:5][c:6]([C:7](=[O:8])[c:9]2[n:10][o:11][c:12]([CH2:14][C:15](=[O:16])[OH:20])[cH:13]2)[cH:17][cH:18]1. Starting materials: O (water), C(C1=CC=CC=C1)(=O)N1C(C2=CC(=C(C=C2C=C1)Cl)Cl)C#N (2-benzoyl-6,7-dichloro-1-cyano-1,2-dihydroisoquinoline), COC=1C=C(CCl)C=C(C1OC)OC (3,4,5-trimethoxybenzyl chloride), [OH-].[Na+] (sodium hydroxide). The reagents and catalysts are [Cl-].C(C1=CC=CC=C1)[N+](CC)(CC)CC (benzyltriethylammonium chloride). The solvent is C(Cl)Cl (methylene chloride), C1(=CC=CC=C1)C (toluene). Conditions: time 2 hour. Yields the product C(C1=CC=CC=C1)(=O)N1C(C2=CC(=C(C=C2C=C1)Cl)Cl)(C#N)CC1=CC(=C(C(=C1)OC)OC)OC (2-benzoyl-1-(3,4,5-trimethoxybenzyl)-6,7-dichloro-1-cyano-1,2-dihydroisoquinoline). Reaction SMILES: [C:1]([N:9]1[CH:18]=[CH:17][C:16]2[C:11](=[CH:12][C:13]([Cl:20])=[C:14]([Cl:19])[CH:15]=2)[CH:10]1[C:21]#[N:22])(=[O:8])[C:2]1[CH:7]=[CH:6][CH:5]=[CH:4][CH:3]=1.[CH3:23][O:24][C:25]1[CH:26]=[C:27]([CH:30]=[C:31]([O:35][CH3:36])[C:32]=1[O:33][CH3:34])[CH2:28]Cl.[OH-].[Na+].O>[Cl-].C([N+](CC)(CC)CC)C1C=CC=CC=1.C1(C)C=CC=CC=1.C(Cl)Cl>[C:1]([N:9]1[CH:18]=[CH:17][C:16]2[C:11](=[CH:12][C:13]([Cl:20])=[C:14]([Cl:19])[CH:15]=2)[C:10]1([CH2:28][C:27]1[CH:30]=[C:31]([O:35][CH3:36])[C:32]([O:33][CH3:34])=[C:25]([O:24][CH3:23])[CH:26]=1)[C:21]#[N:22])(=[O:8])[C:2]1[CH:3]=[CH:4][CH:5]=[CH:6][CH:7]=1 |f:2.3,5.6|. Reported procedure: To a stirred solution of 1.7 g (5.17 mmole) of 2-benzoyl-6,7-dichloro-1-cyano-1,2-dihydroisoquinoline, 1.16 g (5.37 mmole) of 3,4,5-trimethoxybenzyl chloride and 0.118 g (0.517 mmole) of benzyltriethylammonium chloride in 25 ml of toluene, under nitrogen, was added 7.2 ml of 50% sodium hydroxide solution. The mixture was stirred vigorously at ambient temperature for 2 hours, and then 25 ml of water and 25 ml of methylene chloride was added. The organic layer was separated, washed with water, dri... Reactants: C(=C)(C)C=1C(=NN2C1C=CC=C2)C (3-isopropenyl-2-methylpyrazolo[1,5-a]pyridine), C(C)[SiH](CC)CC (triethylsilane), C(=O)(C(F)(F)F)O (TFA). Run in C(Cl)Cl (CH2Cl2). Run at time 15 hour. Yields the product C(C)(C)C=1C(=NN2C1C=CC=C2)C (3-isopropyl-2-methylpyrazolo[1,5-a]pyridine). The yield is 43.6%. RXN SMILES: [C:1]([C:4]1[C:5]([CH3:13])=[N:6][N:7]2[CH:12]=[CH:11][CH:10]=[CH:9][C:8]=12)([CH3:3])=[CH2:2].C([SiH](CC)CC)C.C(O)(C(F)(F)F)=O>C(Cl)Cl>[CH:1]([C:4]1[C:5]([CH3:13])=[N:6][N:7]2[CH:12]=[CH:11][CH:10]=[CH:9][C:8]=12)([CH3:3])[CH3:2]. Reported procedure: A solution of 3-isopropenyl-2-methylpyrazolo[1,5-a]pyridine (0.43 g, 2.5 mmol) in CH2Cl2 (30 mL) was treated with triethylsilane (3 mL, 18.8 mmol) and TFA (6 mL). The reaction was stirred at room temperature for 15 hours then quenched with saturated NaHCO3.The layers were separated and the aqueous layer was extracted with CH2Cl2 and the combined organic layers was dried over MgSO4 and filtered. The filtrate was concentrated in vacuo to dryness. The residue was subjected to column chromatography ... The reactants are C(C(=O)Cl)(=O)Cl (oxalyl chloride), COC1=CC=C(C=C1)S(=O)(=O)CC=1N=C(OC1C)C1=CC=C(C(=O)O)C=C1 (4-(4-{[(4-Methoxyphenyl)sulfonyl]methyl}-5-methyl-1,3-oxazol-2-yl)benzoic Acid), N1=CC(=CC=C1)CN (3-pyridinylmethylamine). Yields the product COC1=CC=C(C=C1)S(=O)(=O)CC=1N=C(OC1C)C1=CC=C(C(=O)NCC=2C=NC=CC2)C=C1 (4-(4-{[(4-Methoxyphenyl)sulfonyl]methyl}-5-methyl-1,3-oxazol-2-yl)-N-(3-pyridinylmethyl)benzamide). Yield: 51.3%. RXN SMILES: C(Cl)(=O)C(Cl)=O.[CH3:7][O:8][C:9]1[CH:14]=[CH:13][C:12]([S:15]([CH2:18][C:19]2[N:20]=[C:21]([C:25]3[CH:33]=[CH:32][C:28]([C:29](O)=[O:30])=[CH:27][CH:26]=3)[O:22][C:23]=2[CH3:24])(=[O:17])=[O:16])=[CH:11][CH:10]=1.[N:34]1[CH:39]=[CH:38][CH:37]=[C:36]([CH2:40][NH2:41])[CH:35]=1>>[CH3:7][O:8][C:9]1[CH:14]=[CH:13][C:12]([S:15]([CH2:18][C:19]2[N:20]=[C:21]([C:25]3[CH:33]=[CH:32][C:28]([C:29]([NH:41][CH2:40][C:36]4[CH:35]=[N:34][CH:39]=[CH:38][CH:37]=4)=[O:30])=[CH:27][CH:26]=3)[O:22][C:23]=2[CH3:24])(=[O:16])=[O:17])=[CH:11][CH:10]=1. Procedure details: Reaction of oxalyl chloride (76 λL, 0.88 mmol) and benzoic acid 35 (226 mg, 0.58 mmol) with subsequent coupling to 3-pyridinylmethylamine (65 λL, 0.64 mmol) gave benzamide 36 (142 mg, 51%) as a white powder: mp (MeOH/EtOAc) 189-191° C.; 1H NMR δ 9.22 (t, J=5.8 Hz, 1H, CONH), 8.57 (d, J=1.7 Hz, 1H, H-2′), 8.47 (dd, J=4.7, 1.6 Hz, 1H, H-6′), 8.00 (dd, J=8.6, 1.8 Hz, 2H, H-2, H-6), 7.91 (dd, J=8.6, 1.8 Hz, 2H, H-3, H-5), 7.74 (ddd, J=8.0, 2.1, 1.4 Hz, 1H, H-4′), 7.70 (ddd, J=8.9, 3.0, 2.0 Hz, 2H, H...